This data is from the Open Reaction Database (ORD), a public repository of structured organic reaction records. The task is: describe an organic reaction: reactants, conditions, products, and yield Starting materials: Cl.CN(CCCN=C=NCC)C (1-[3-(Dimethylamino)propyl]-3-ethylcarbodiimide hydrochloride), Cl.COC(CNCC1=C(C=CC=C1)OC)=O (N-(2-methoxybenzyl)glycine methyl ester hydrochloride), C(C)(C)(C)OC(=O)N[C@@H](C(C1=CC=CC=C1)C1=CC=CC=C1)C(=O)O (N-(tert-butoxycarbonyl)-3,3-diphenyl-L-alanine), ON1N=NC2=C1C=CC=C2 (1-hydroxybenzotriazole), C(C)(C)N(C(C)C)CC (N,N-diisopropylethylamine). Run in ClCCl (dichloromethane). Reaction conditions: time 3 hour. The product is COC(CN(CC1=C(C=CC=C1)OC)C([C@H](C(C1=CC=CC=C1)C1=CC=CC=C1)NC(=O)OC(C)(C)C)=O)=O (N-[(2S)-2-(tert-butoxycarbonylamino)-3,3-diphenylpropionyl]-N-(2-methoxybenzyl)glycine methyl ester). The yield is 87.7%. As a reaction SMILES: Cl.CN(C)CCCN=C=NCC.Cl.[CH3:14][O:15][C:16](=[O:28])[CH2:17][NH:18][CH2:19][C:20]1[CH:25]=[CH:24][CH:23]=[CH:22][C:21]=1[O:26][CH3:27].[C:29]([O:33][C:34]([NH:36][C@H:37]([C:51](O)=[O:52])[CH:38]([C:45]1[CH:50]=[CH:49][CH:48]=[CH:47][CH:46]=1)[C:39]1[CH:44]=[CH:43][CH:42]=[CH:41][CH:40]=1)=[O:35])([CH3:32])([CH3:31])[CH3:30].ON1C2C=CC=CC=2N=N1.C(N(CC)C(C)C)(C)C>ClCCl>[CH3:14][O:15][C:16](=[O:28])[CH2:17][N:18]([C:51](=[O:52])[C@@H:37]([NH:36][C:34]([O:33][C:29]([CH3:31])([CH3:30])[CH3:32])=[O:35])[CH:38]([C:45]1[CH:46]=[CH:47][CH:48]=[CH:49][CH:50]=1)[C:39]1[CH:44]=[CH:43][CH:42]=[CH:41][CH:40]=1)[CH2:19][C:20]1[CH:25]=[CH:24][CH:23]=[CH:22][C:21]=1[O:26][CH3:27] |f:0.1,2.3|. Reported procedure: 1-[3-(Dimethylamino)propyl]-3-ethylcarbodiimide hydrochloride (1.15 g) was added over 5 minutes to a mixture of N-(2-methoxybenzyl)glycine methyl ester hydrochloride (1.72 g), N-(tert-butoxycarbonyl)-3,3-diphenyl-L-alanine (1.71 g), 1-hydroxybenzotriazole (0.81 g) and N,N-diisopropylethylamine (1.22 ml) in dichloromethane (40 ml). After being stirred for 3 hours at room temperature, the resulting mixture was extracted with ethyl acetate. The extract was washed with brine, dried over sodium sulfa... Starting materials: ClCCl, N#Cc1cc(CO)cc(C(F)(F)F)c1, BrP(Br)Br. The product is N#Cc1cc(CBr)cc(C(F)(F)F)c1. RXN SMILES: [Cl:19][CH2:20][Cl:21].[OH:1][CH2:2][c:3]1[cH:4][c:5]([C:6]#[N:7])[cH:8][c:9]([C:11]([F:12])([F:13])[F:14])[cH:10]1.[P:15]([Br:16])([Br:17])[Br:18]>>[CH2:2]([c:3]1[cH:4][c:5]([C:6]#[N:7])[cH:8][c:9]([C:11]([F:12])([F:13])[F:14])[cH:10]1)[Br:16]. Reactants: O1C(C1)C=1C=NC=CC1 (3-[(RS)-2-oxiranyl]pyridine), NC(CCC1=CC=C(S1)C(=O)N)C ((RS)-5-(3-aminobutyl)-2-thiophenecarboxamide). Solvent: CS(=O)C (DMSO), O (water). The product is OC(CNC(CCC1=CC=C(S1)C(=O)N)C)C=1C=NC=CC1 (5-[(RS)-3-[[(RS)-2-hydroxy-2-(3-pyridyl)ethyl]amino]butyl]-2-thiophenecarboxamide). Isolated yield 9.3%. Reaction SMILES: [O:1]1[CH2:3][CH:2]1[C:4]1[CH:5]=[N:6][CH:7]=[CH:8][CH:9]=1.[NH2:10][CH:11]([CH3:22])[CH2:12][CH2:13][C:14]1[S:18][C:17]([C:19]([NH2:21])=[O:20])=[CH:16][CH:15]=1>CS(C)=O.O>[OH:1][CH:2]([C:4]1[CH:5]=[N:6][CH:7]=[CH:8][CH:9]=1)[CH2:3][NH:10][CH:11]([CH3:22])[CH2:12][CH2:13][C:14]1[S:18][C:17]([C:19]([NH2:21])=[O:20])=[CH:16][CH:15]=1. Procedure: 606 mg of 3-[(RS)-2-oxiranyl]pyridine and 991 mg of (RS)-5-(3-aminobutyl)-2-thiophenecarboxamide were heated to 100° for 25 hours in 5 ml of DMSO. The reaction mixture was diluted with water and extracted three times with methylene chloride. The methylene chloride solutions were washed with water, dried and evaporated in a vacuum. Chromatography of the residue on silica gel with ether/methanol gave 149 mg of 5-[(RS)-3-[[(RS)-2-hydroxy-2-(3-pyridyl)ethyl]amino]butyl]-2-thiophenecarboxamide, ε201 ...